Dataset: the Open Reaction Database (ORD), a public repository of structured organic reaction records. Task: describe an organic reaction: reactants, conditions, products, and yield The reactants are COC(CC1=CN(C=C1)C1=CC=C(C=C1)F)=O (2-[1-(4-fluorophenyl)-1H-pyrrol-3-yl]-acetic acid methyl ester), NC1(CC=C(C=C1)C1=CC=CC=C1)C#N (4-amino-4-cyano-biphenyl), COC1OC(CC1CC(=O)OC)OC (methyl 2-(2,5-dimethoxy-tetrahydrofuran-3-yl)acetate). The solvent is CCOC(=O)C.C(Cl)Cl (EtOAc CH2Cl2). Yields the product COC(CC1=CN(C=C1)C1=CC=C(C=C1)C1=CC=C(C=C1)C#N)=O (2-[1-(4′-cyanobiphenyl-4-yl)-1H-pyrrol-3-yl]-acetic acid methyl ester). The yield is 60.0%. Reaction SMILES: [CH3:1][O:2][C:3](=[O:17])[CH2:4][C:5]1[CH:9]=[CH:8][N:7]([C:10]2[CH:15]=[CH:14][C:13](F)=[CH:12][CH:11]=2)[CH:6]=1.N[C:19]1([C:31]#[N:32])[CH:24]=[CH:23][C:22](C2C=CC=CC=2)=[CH:21][CH2:20]1.COC1C(CC(OC)=O)CC(OC)O1>CCOC(C)=O.C(Cl)Cl>[CH3:1][O:2][C:3](=[O:17])[CH2:4][C:5]1[CH:9]=[CH:8][N:7]([C:10]2[CH:15]=[CH:14][C:13]([C:22]3[CH:23]=[CH:24][C:19]([C:31]#[N:32])=[CH:20][CH:21]=3)=[CH:12][CH:11]=2)[CH:6]=1 |f:3.4|. Reported procedure: According to the procedure described in Example 14(a) for the preparation of 2-[1-(4-fluorophenyl)-1H-pyrrol-3-yl]-acetic acid methyl ester, 4-amino-4-cyano-biphenyl (commercially available from TCI) and methyl 2-(2,5-dimethoxy-tetrahydrofuran-3-yl)acetate were condensed in 6 hours at 80° C. to give a crude product. Successive flash column chromatography with EtOAc/CH2Cl2/hex gave in 60% yield 2-[1-(4′-cyanobiphenyl-4-yl)-1H-pyrrol-3-yl]-acetic acid methyl ester as an amorphous solid. Reported procedure: (±)-Cis-2-[4-[(4-chloro-phenyl)-propionyl-amino]-1-(4-fluoro-benzoyl)-2-methyl-1,2,3,4-tetrahydro-quinolin-6-yloxy]-2-methyl-propionic acid was prepared from (±)-cis-2-[4-[(4-chloro-phenyl)-propionyl-amino]-1-(4-fluoro-benzoyl)-2-methyl-1,2,3,4-tetrahydro-quinolin-6-yloxy]-2-methyl-propionic acid ethyl ester. The saponification conditions detailed in the procedure for the synthesis of (±)-cis-[4-[(4-chloro-phenyl)-propionyl-amino]-1-(4-fluoro-benzoyl)-2-methyl-1,2,3,4-tetrahydro-quinolin-6-yloxy... Reaction SMILES: C([O:3][C:4](=[O:41])[C:5]([O:8][C:9]1[CH:10]=[C:11]2[C:16](=[CH:17][CH:18]=1)[N:15]([C:19](=[O:27])[C:20]1[CH:25]=[CH:24][C:23]([F:26])=[CH:22][CH:21]=1)[C@@H:14]([CH3:28])[CH2:13][C@H:12]2[N:29]([C:34]1[CH:39]=[CH:38][C:37]([Cl:40])=[CH:36][CH:35]=1)[C:30](=[O:33])[CH2:31][CH3:32])([CH3:7])[CH3:6])C.ClC1C=CC(N(C(=O)CC)[C@H]2C3C(=CC=C(OCC(O)=O)C=3)N(C(=O)C3C=CC(F)=CC=3)[C@@H](C)C2)=CC=1>>[Cl:40][C:37]1[CH:38]=[CH:39][C:34]([N:29]([C:30](=[O:33])[CH2:31][CH3:32])[C@H:12]2[C:11]3[C:16](=[CH:17][CH:18]=[C:9]([O:8][C:5]([CH3:7])([CH3:6])[C:4]([OH:41])=[O:3])[CH:10]=3)[N:15]([C:19](=[O:27])[C:20]3[CH:21]=[CH:22][C:23]([F:26])=[CH:24][CH:25]=3)[C@@H:14]([CH3:28])[CH2:13]2)=[CH:35][CH:36]=1. The product is ClC1=CC=C(C=C1)N([C@@H]1C[C@@H](N(C2=CC=C(C=C12)OC(C(=O)O)(C)C)C(C1=CC=C(C=C1)F)=O)C)C(CC)=O ((±)-Cis-2-[4-[(4-chloro-phenyl)-propionyl-amino]-1-(4-fluoro-benzoyl)-2-methyl-1,2,3,4-tetrahydro-quinolin-6-yloxy]-2-methyl-propionic acid). Reactants: C(C)OC(C(C)(C)OC=1C=C2[C@@H](C[C@@H](N(C2=CC1)C(C1=CC=C(C=C1)F)=O)C)N(C(CC)=O)C1=CC=C(C=C1)Cl)=O ((±)-cis-2-[4-[(4-chloro-phenyl)-propionyl-amino]-1-(4-fluoro-benzoyl)-2-methyl-1,2,3,4-tetrahydro-quinolin-6-yloxy]-2-methyl-propionic acid ethyl ester), ClC1=CC=C(C=C1)N([C@@H]1C[C@@H](N(C2=CC=C(C=C12)OCC(=O)O)C(C1=CC=C(C=C1)F)=O)C)C(CC)=O ((±)-cis-[4-[(4-chloro-phenyl)-propionyl-amino]-1-(4-fluoro-benzoyl)-2-methyl-1,2,3,4-tetrahydro-quinolin-6-yloxy]-acetic acid). The reactants are FC1=C(C=CC=C1)C1=CC=C(C=2NC3=CC(=CC=C3C12)CO)C(=O)N (4-(2-fluorophenyl)-7-(hydroxymethyl)-9H-carbazole-1-carboxamide), TEA, CS(=O)(=O)Cl (methanesulfonyl chloride). Run in CCOC(=O)C (EtOAc), C1CCOC1 (THF). Run at time 15 minute. Yields the product CS(=O)(=O)OCC1=CC=2NC3=C(C=CC(=C3C2C=C1)C1=C(C=CC=C1)F)C(N)=O ((8-carbamoyl-5-(2-fluorophenyl)-9H-carbazol-2-yl)methyl methanesulfonate). Reaction SMILES: [F:1][C:2]1[CH:7]=[CH:6][CH:5]=[CH:4][C:3]=1[C:8]1[C:20]2[C:19]3[C:14](=[CH:15][C:16]([CH2:21][OH:22])=[CH:17][CH:18]=3)[NH:13][C:12]=2[C:11]([C:23]([NH2:25])=[O:24])=[CH:10][CH:9]=1.[CH3:26][S:27](Cl)(=[O:29])=[O:28]>C1COCC1.CCOC(C)=O>[CH3:26][S:27]([O:22][CH2:21][C:16]1[CH:17]=[CH:18][C:19]2[C:20]3[C:12](=[C:11]([C:23](=[O:24])[NH2:25])[CH:10]=[CH:9][C:8]=3[C:3]3[CH:4]=[CH:5][CH:6]=[CH:7][C:2]=3[F:1])[NH:13][C:14]=2[CH:15]=1)(=[O:29])=[O:28]. Reported procedure: A solution of 4-(2-fluorophenyl)-7-(hydroxymethyl)-9H-carbazole-1-carboxamide (Example 30-1, 223 mg, 0.667 mmol) and TEA (0.279 mL, 2.001 mmol) in THF (8 mL) was treated with methanesulfonyl chloride (0.104 mL, 1.334 mmol). The resulting suspension was stirred at rt for 15 min. The mixture was diluted with EtOAc, washed with water and brine, and dried and concentrated to provide crude (8-carbamoyl-5-(2-fluorophenyl)-9H-carbazol-2-yl)methyl methanesulfonate as a yellow glassy foam (300 mg, ca. 50... Starting materials: Cl.OC=1C=C(C=CC1OC)C=1C(C(N(N1)C1CCNCC1)=O)(C)C (5-(3-hydroxy-4-methoxyphenyl)-4,4-dimethyl-2-piperidin-4-yl-2,4-dihydro-3H-pyrazol-3-one hydrochloride), COC1=C(C(=O)Cl)C(=CC=C1)OC (2,6-dimethoxybenzoyl chloride). Yields the product COC1=C(C(=CC=C1)OC)C(=O)N1CCC(CC1)N1N=C(C(C1=O)(C)C)C1=CC(=C(C=C1)OC)O (2-{1-[(2,6-dimethoxyphenyl)carbonyl]piperidin-4-yl}-5-(3-hydroxy-4-methoxyphenyl)-4,4-dimethyl-2,4-dihydro-3H-pyrazol-3-one). As a reaction SMILES: Cl.[OH:2][C:3]1[CH:4]=[C:5]([C:11]2[C:12]([CH3:24])([CH3:23])[C:13](=[O:22])[N:14]([CH:16]3[CH2:21][CH2:20][NH:19][CH2:18][CH2:17]3)[N:15]=2)[CH:6]=[CH:7][C:8]=1[O:9][CH3:10].[CH3:25][O:26][C:27]1[CH:35]=[CH:34][CH:33]=[C:32]([O:36][CH3:37])[C:28]=1[C:29](Cl)=[O:30]>>[CH3:37][O:36][C:32]1[CH:33]=[CH:34][CH:35]=[C:27]([O:26][CH3:25])[C:28]=1[C:29]([N:19]1[CH2:20][CH2:21][CH:16]([N:14]2[C:13](=[O:22])[C:12]([CH3:24])([CH3:23])[C:11]([C:5]3[CH:6]=[CH:7][C:8]([O:9][CH3:10])=[C:3]([OH:2])[CH:4]=3)=[N:15]2)[CH2:17][CH2:18]1)=[O:30] |f:0.1|. Procedure details: The title compound is prepared analogously as described for GP1 using 5-(3-hydroxy-4-methoxyphenyl)-4,4-dimethyl-2-piperidin-4-yl-2,4-dihydro-3H-pyrazol-3-one hydrochloride (compound B11*HCl) and 2,6-dimethoxybenzoyl chloride as starting compounds. The crude product is purified by crystallization from EA and diethyl ether to yield 2-{1-[(2,6-dimethoxyphenyl)carbonyl]piperidin-4-yl}-5-(3-hydroxy-4-methoxyphenyl)-4,4-dimethyl-2,4-dihydro-3H-pyrazol-3-one as the product. The reactants are ClC1=NC2=CC=CC=C2C(=N1)NC=1NN=C(C1)C ((2-chloroquinazolin-4-yl)-(5-methyl-2H-pyrazol-3-yl)-amine), ClC=1C=C(N)C=CC1 (3-chloroaniline), C(=O)([O-])[O-].[K+].[K+] (K2CO3). The solvent is C(C)(C)(C)O (tert-butanol). Conditions: time 2 hour. Yields the product ClC=1C=C(C=CC1)NC1=NC2=CC=CC=C2C(=N1)NC=1NN=C(C1)C ([2-(3-chlorophenylamino)-quinazolin-4-yl]-(5-methyl-2H-pyrazol-3-yl)-amine). RXN SMILES: Cl[C:2]1[N:11]=[C:10]([NH:12][C:13]2[NH:14][N:15]=[C:16]([CH3:18])[CH:17]=2)[C:9]2[C:4](=[CH:5][CH:6]=[CH:7][CH:8]=2)[N:3]=1.[Cl:19][C:20]1[CH:21]=[C:22]([CH:24]=[CH:25][CH:26]=1)[NH2:23].C([O-])([O-])=O.[K+].[K+]>C(O)(C)(C)C>[Cl:19][C:20]1[CH:21]=[C:22]([NH:23][C:2]2[N:11]=[C:10]([NH:12][C:13]3[NH:14][N:15]=[C:16]([CH3:18])[CH:17]=3)[C:9]3[C:4](=[CH:5][CH:6]=[CH:7][CH:8]=3)[N:3]=2)[CH:24]=[CH:25][CH:26]=1 |f:2.3.4|. Procedure: The above-prepared (2-chloroquinazolin-4-yl)-(5-methyl-2H-pyrazol-3-yl)-amine (155 mg, 0.6 mmol) and 3-chloroaniline (0.316 mL, 2.99 mmol) are refluxed in tert-butanol (3 mL) over 20 h. The mixture is concentrated in vacuo and the residue is suspended in EtOH/H2O (1 mL/3 mL). K2CO3 (83 mg, 0.6 mmol) is added and the suspension is stirred for 2 h at room temperature. The solid that forms is collected and dried under vacuum to give the product [2-(3-chlorophenylamino)-quinazolin-4-yl]-(5-methyl-2H... Procedure details: Phosphorus oxychloride (15.3 g, 0.1 mole) is added to 3-cyclohexyl-1-methyl-2-pyrazolin-5-one and the mixture stirred and heated at 120° to 135° C. for 8 hours. The cooled reaction mixture is then poured into ice-water, made alkaline with 1% aqueous hydroxide and extracted with methylene chloride. Removal of solvent under reduced pressure, then in vacuo at 70° C. affords an oil, 8 g, (93.8%). RXN SMILES: P(Cl)(Cl)([Cl:3])=O.[CH:6]1([C:12]2[CH2:16][C:15](=O)[N:14]([CH3:18])[N:13]=2)[CH2:11][CH2:10][CH2:9][CH2:8][CH2:7]1.[OH-]>>[Cl:3][C:15]1[N:14]([CH3:18])[N:13]=[C:12]([CH:6]2[CH2:11][CH2:10][CH2:9][CH2:8][CH2:7]2)[CH:16]=1. Yields the product ClC1=CC(=NN1C)C1CCCCC1 (5-Chloro-3-cyclohexyl-1-methylpyrazole). The reactants are [OH-] (hydroxide), P(=O)(Cl)(Cl)Cl (Phosphorus oxychloride), C1(CCCCC1)C1=NN(C(C1)=O)C (3-cyclohexyl-1-methyl-2-pyrazolin-5-one), ice water. Starting materials: NO (hydroxylamine), Cl.NO (hydroxylamine hydrochloride), NC1=CC(=NN1)C(C)C (5-Amino-3-(1-methylethyl)pyrazole), Cl.[N+](=O)([O-])C1=CC=C(C=C1)CCCC(OC)=N (methyl 4-(p-nitrophenyl)butaneimidate hydrochloride), C[O-].[Na+] (sodium methoxide). Run in CO (methanol), CO (methanol), CO (methanol). Conditions: time 2 hour. The product is CC(C)C1=NN2NC(=NC2=C1)CCCC1=CC=C(C=C1)[N+](=O)[O-] (6-(1-Methylethyl)-2-[3-(4-nitrophenyl)propyl]pyrazolo[1,5-b][1,2,4]triazole). The yield is 19.8%. RXN SMILES: [NH2:1][C:2]1[NH:6][N:5]=[C:4]([CH:7]([CH3:9])[CH3:8])[CH:3]=1.Cl.[N+:11]([C:14]1[CH:19]=[CH:18][C:17]([CH2:20][CH2:21][CH2:22][C:23](=[NH:26])OC)=[CH:16][CH:15]=1)([O-:13])=[O:12].NO.Cl.NO.C[O-].[Na+]>CO>[CH3:8][CH:7]([C:4]1[CH:3]=[C:2]2[N:6]([NH:26][C:23]([CH2:22][CH2:21][CH2:20][C:17]3[CH:18]=[CH:19][C:14]([N+:11]([O-:13])=[O:12])=[CH:15][CH:16]=3)=[N:1]2)[N:5]=1)[CH3:9] |f:1.2,4.5,6.7|. Procedure details: 5-Amino-3-(1-methylethyl)pyrazole (12.5 g) was dissolved in methanol (40 ml) and to the resulting solution was added methyl 4-(p-nitrophenyl)butaneimidate hydrochloride (25.9 g) and the resulting mixture was stirred for 2 hours at room temperature. To this mixture was further added a methanol solution of hydroxylamine prepared by hydroxylamine hydrochloride (6.95 g) and a 28% methanol solution of sodium methoxide (19.3 g), and the resulting mixture was left to stand overnight at room temperature... The reactants are ClC(Cl)(Cl)OC(OC(Cl)(Cl)Cl)=O (bis(trichloromethyl)carbonate), N1=CC=CC=C1 (pyridine), O1CCCC1 (tetrahydrofuran), O1CCCC1 (tetrahydrofuran). The product is Cl.C(C)(=O)OCCNC (2-(methylamino)ethyl acetate hydrochloride). Reaction SMILES: [Cl:1][C:2]([O:5][C:6](=[O:12])OC(Cl)(Cl)Cl)(Cl)Cl.[N:13]1[CH:18]=CC=C[CH:14]=1.O1CCC[CH2:20]1>>[ClH:1].[C:6]([O:5][CH2:2][CH2:14][NH:13][CH3:18])(=[O:12])[CH3:20] |f:3.4|. Reported procedure: To a solution (30 mL) of bis(trichloromethyl)carbonate (0.50 g) in tetrahydrofuran was dropwise added a solution (1 mL) of pyridine (0.40 mL) in tetrahydrofuran under ice-cooling. After stirring under ice-cooling for 30 min., 2-(methylamino)ethyl acetate hydrochloride (0.77 g) obtained in Reference Example 2 was added. A solution (1 mL) of triethylamine (0.70 mL) in tetrahydrofuran was dropwise added and the mixture was stirred at room temperature for 1 hr. After concentration under reduced pres... The reactants are C(C)(=O)NC=1C=C(C=CC1)C(=CCCCC(=O)O)C=1C=NC=CC1 (6-(3-acetylaminophenyl)-6-(3-pyridyl)hex-5-enoic acid), CO (methanol). The solvent is Cl (hydrochloric acid). The product is NC=1C=C(C=CC1)C(=CCCCC(=O)OC)C=1C=NC=CC1 (Methyl 6-(3-aminophenyl)-6-(3-pyridyl)hex-5-enoate). RXN SMILES: C([NH:4][C:5]1[CH:6]=[C:7]([C:11]([C:19]2[CH:20]=[N:21][CH:22]=[CH:23][CH:24]=2)=[CH:12][CH2:13][CH2:14][CH2:15][C:16]([OH:18])=[O:17])[CH:8]=[CH:9][CH:10]=1)(=O)C.[CH3:25]O>Cl>[NH2:4][C:5]1[CH:6]=[C:7]([C:11]([C:19]2[CH:20]=[N:21][CH:22]=[CH:23][CH:24]=2)=[CH:12][CH2:13][CH2:14][CH2:15][C:16]([O:18][CH3:25])=[O:17])[CH:8]=[CH:9][CH:10]=1. Procedure details: 65 g of 6-(3-acetylaminophenyl)-6-(3-pyridyl)hex-5-enoic acid are refluxed for 4 hours in a mixture of 400 ml of methanol and 200 ml of methanolic hydrochloric acid. The solvent is removed and the residue is taken up in water. The aqueous phase is washed with ethyl acetate and adjusted to pH 8-9 by the addition of 4N sodium hydroxide solution. The aqueous phase is extracted with ethyl acetate. The organic phase is washed, dried and evaporated down. Reactants: CCCCCC (Hexane), Boc, C(C)OCC (diethyl ether), C(C)(C)(C)OC(=O)N1C(=CC2=CC=CC=C12)S(=O)(=O)C1=CC=C(C=C1)F (2-(4-Fluoro-benzenesulfonyl)-indole-1-carboxylic acid tert-butyl ester), N1CCNCC1 (piperazine), 342. Run in C(C)(=O)OCC (ethyl acetate). Product: N1(CCNCC1)C1=CC=C(C=C1)S(=O)(=O)C=1NC2=CC=CC=C2C1 (2-(4-Piperazin-1-yl-benzenesulfonyl)-1H-indole). Isolated yield 31.2%. Reaction SMILES: C(OC([N:8]1[C:16]2[C:11](=[CH:12][CH:13]=[CH:14][CH:15]=2)[CH:10]=[C:9]1[S:17]([C:20]1[CH:25]=[CH:24][C:23](F)=[CH:22][CH:21]=1)(=[O:19])=[O:18])=O)(C)(C)C.[NH:27]1[CH2:32][CH2:31][NH:30][CH2:29][CH2:28]1.C(OCC)C.CCCCCC>C(OCC)(=O)C>[N:27]1([C:23]2[CH:22]=[CH:21][C:20]([S:17]([C:9]3[NH:8][C:16]4[C:11]([CH:10]=3)=[CH:12][CH:13]=[CH:14][CH:15]=4)(=[O:18])=[O:19])=[CH:25][CH:24]=2)[CH2:32][CH2:31][NH:30][CH2:29][CH2:28]1. Procedure details: The Boc-protecting group on 0.530 g, 1.41 mmol of the 2-(4-Fluorobenzenesulfonyl)-indole-1-carboxylic acid tert-butyl ester from Step 1 was removed by stirring at room temperature in 3 mL of neat TFA. The reaction mixture turned a light burgundy color while stirring. The TFA was removed by adding 25 mL of toluene and removing the solvent/TFA as an azeotrope. This was repeated and the oily residue was then transferred to a sealed tube using 5 mL of DMSO. Solid piperazine (0.61 g, 7.06 mmol, 5 eq....